From a dataset of the Open Reaction Database (ORD), a public repository of structured organic reaction records. describe an organic reaction: reactants, conditions, products, and yield The reactants are NC1=CC=C2C=CC=NC2=C1 (7-aminoquinoline), C(C)(C)(C)C1=CC=C(C(=O)O)C=C1 (4-tert -butylbenzoic acid). Product: C(C)(C)(C)C1=CC=C(C(=O)NC2=CC=C3C=CC=NC3=C2)C=C1 (4-tert-Butyl-N-quinolin-7-yl-benzamide). Reaction SMILES: [NH2:1][C:2]1[CH:11]=[C:10]2[C:5]([CH:6]=[CH:7][CH:8]=[N:9]2)=[CH:4][CH:3]=1.[C:12]([C:16]1[CH:24]=[CH:23][C:19]([C:20](O)=[O:21])=[CH:18][CH:17]=1)([CH3:15])([CH3:14])[CH3:13]>>[C:12]([C:16]1[CH:17]=[CH:18][C:19]([C:20]([NH:1][C:2]2[CH:11]=[C:10]3[C:5]([CH:6]=[CH:7][CH:8]=[N:9]3)=[CH:4][CH:3]=2)=[O:21])=[CH:23][CH:24]=1)([CH3:15])([CH3:13])[CH3:14]. Reported procedure: Using the procedure outlined in Example 45, the title compound was prepared from 7-aminoquinoline (D55) (30 mg, 21 mmol) and 4-tert -butylbenzoic acid (45 mg, 0.25 mmol) as a yellow solid. MS(ES): MH+ 305, M-H+ 303 Reactants: CC(C)(C)C1(CC1)N(C([O-])=O)CC1=C(C=CC(=C1)Cl)C (1,1-Dimethylethyl[(5-chloro-2-methylphenyl)methyl]cyclopropylcarbamate), P(=O)([O-])([O-])[O-].[K+].[K+].[K+] (potassium phosphate), CC1(OB(OC1(C)C)\C=C\COC)C (4,4,5,5-tetramethyl-2-[(1E)-3-(methyloxy)-1-propen-1-yl]-1,3,2-dioxaborolane), COC1=C(C(=CC=C1)OC)C1=C(C=CC=C1)P(C1CCCCC1)C1CCCCC1 ([2′,6′-bis(methyloxy)-2-biphenylyl](dicyclohexyl)phosphane). The reagents and catalysts are C1=CC=C(C=C1)/C=C/C(=O)/C=C/C2=CC=CC=C2.C1=CC=C(C=C1)/C=C/C(=O)/C=C/C2=CC=CC=C2.C1=CC=C(C=C1)/C=C/C(=O)/C=C/C2=CC=CC=C2.C(Cl)(Cl)Cl.[Pd].[Pd] (tris(dibenzylideneacetone)dipalladium(0) chloroform adduct). The solvent is CCCCO (n-BuOH). Reaction conditions: temperature 100 celsius. Product: C1(CC1)N(C(OC(C)(C)C)=O)CC1=C(C=CC(=C1)\C=C\COC)C (1,1-Dimethylethyl cyclopropyl({2-methyl-5-[(1E)-3-(methyloxy)-1-propen-1-yl]phenyl}methyl)carbamate). RXN SMILES: CC([C:5]1([N:8]([CH2:12][C:13]2[CH:18]=[C:17](Cl)[CH:16]=[CH:15][C:14]=2[CH3:20])[C:9](=[O:11])[O-:10])[CH2:7][CH2:6]1)(C)C.CC1(C)C(C)(C)OB(/[CH:29]=[CH:30]/[CH2:31][O:32][CH3:33])O1.CO[C:37]1C=CC=[C:39](OC)[C:38]=1[C:45]1C=CC=CC=1P(C1CCCCC1)C1CCCCC1.P([O-])([O-])([O-])=O.[K+].[K+].[K+]>CCCCO.C1C=CC(/C=C/C(/C=C/C2C=CC=CC=2)=O)=CC=1.C1C=CC(/C=C/C(/C=C/C2C=CC=CC=2)=O)=CC=1.C1C=CC(/C=C/C(/C=C/C2C=CC=CC=2)=O)=CC=1.C(Cl)(Cl)Cl.[Pd].[Pd]>[CH:5]1([N:8]([CH2:12][C:13]2[CH:18]=[C:17](/[CH:29]=[CH:30]/[CH2:31][O:32][CH3:33])[CH:16]=[CH:15][C:14]=2[CH3:20])[C:9](=[O:11])[O:10][C:38]([CH3:45])([CH3:39])[CH3:37])[CH2:6][CH2:7]1 |f:3.4.5.6,8.9.10.11.12.13|. Procedure details: 1,1-Dimethylethyl[(5-chloro-2-methylphenyl)methyl]cyclopropylcarbamate (1 eq.) from the previous step and 4,4,5,5-tetramethyl-2-[(1E)-3-(methyloxy)-1-propen-1-yl]-1,3,2-dioxaborolane (1 eq.) were combined in n-BuOH (0.48 M). To this solution was then added tris(dibenzylideneacetone)dipalladium(0) chloroform adduct (0.02 eq.), [2′,6′-bis(methyloxy)-2-biphenylyl](dicyclohexyl)phosphane (0.08 eq.) and powdered potassium phosphate (2 eq.). The vessel was repeatedly evacuated and back-filled with nit... The reactants are CC(C(CCO)(F)F)(C)O (4-methyl-3,3-difluoro-1,4-pentanediol), N1=CC=CC=C1 (pyridine), C(C)(=O)OC(C)=O (acetic anhydride). Solvent: CO (methanol). Reaction conditions: temperature 25 celsius, time 1 hour. Procedure: To a mixture of 6.92 g (0.045 mol) of 4-methyl-3,3-difluoro-1,4-pentanediol and 28 mL of pyridine at 0° C. was added 16 mL of acetic anhydride and the mixture was stirred at 0° C. for 1 hr and at 25° C. for 1 hr. The mixture was added to 15 mL of methanol and the solution was evaporated to dryness to yield oily 4-methyl-3,3-difluoro-1,4-pentanediol 1-acetate. NMR (CDCl3) δ4.40 (triplet, 2, J=7 Hz), 2.30 (multiplet, 2), 2.06 (singlet, 3) and 1.33 ppm (triplet, 6, J=1 Hz). Product: C(C)(=O)OCCC(C(C)(O)C)(F)F (4-methyl-3,3-difluoro-1,4-pentanediol 1-acetate). As a reaction SMILES: [CH3:1][C:2]([OH:10])([CH3:9])[C:3]([F:8])([F:7])[CH2:4][CH2:5][OH:6].N1C=CC=CC=1.[C:17](OC(=O)C)(=[O:19])[CH3:18]>CO>[C:17]([O:6][CH2:5][CH2:4][C:3]([F:8])([F:7])[C:2]([CH3:9])([OH:10])[CH3:1])(=[O:19])[CH3:18]. Starting materials: N=1ON=C2C1C=CC=C2C=O (2,1,3-benzoxadiazole-4-aldehyde), NC1=NNC=C1 (3-aminopyrazole), O=C(CC(=O)OCC)CCCC (ethyl 3-ketoheptanoate). Yields the product N=1ON=C2C1C=CC=C2C2C=1C(NC(=C2C(=O)OCC)CCCC)=NNC1 (Ethyl 4-(2,1,3-benzoxadiazol-4-yl)-6-butyl-4,7-dihydro-2H-pyrazolo[3,4-b]pyridine-5-carboxylate). RXN SMILES: [N:1]1[O:2][N:3]=[C:4]2[C:9]([CH:10]=O)=[CH:8][CH:7]=[CH:6][C:5]=12.[NH2:12][C:13]1[CH:17]=[CH:16][NH:15][N:14]=1.O=[C:19]([CH2:26][CH2:27][CH2:28][CH3:29])[CH2:20][C:21]([O:23][CH2:24][CH3:25])=[O:22]>>[N:1]1[O:2][N:3]=[C:4]2[C:9]([CH:10]3[C:20]([C:21]([O:23][CH2:24][CH3:25])=[O:22])=[C:19]([CH2:26][CH2:27][CH2:28][CH3:29])[NH:12][C:13]4=[N:14][NH:15][CH:16]=[C:17]34)=[CH:8][CH:7]=[CH:6][C:5]=12. Procedure: The title compound was prepared from 2,1,3-benzoxadiazole-4-aldehyde, 3-aminopyrazole and ethyl 3-ketoheptanoate in the same manner as in Example 1. The reactants are C(C)(C)(C)C=1N=C(C2=C(N1)N(N=N2)CC)N2CC(CC2)(F)F (5-tert-Butyl-7-(3,3-difluoro-pyrrolidin-1-yl)-3-ethyl-3H-[1,2,3]triazolo[4,5-d]pyrimidine), C(C)(C)(C)C=1N=C(C2=C(N1)NN=N2)N2CC(CC2)(F)F (5-tert-butyl-7-(3,3-difluoropyrrolidin-1-yl)-3H-[1,2,3]triazolo[4,5-d]pyrimidine), BrC1COC1 (3-bromooxetane). The product is C(C)(C)(C)C=1N=C(C2=C(N1)N(N=N2)C2COC2)N2CC(CC2)(F)F (5-tert-Butyl-7-(3,3-difluoro-pyrrolidin-1-yl)-3-oxetan-3-yl-3H-[1,2,3]triazolo[4,5-d]pyrimidine). RXN SMILES: [C:1]([C:5]1[N:6]=[C:7]([N:16]2[CH2:20][CH2:19][C:18]([F:22])([F:21])[CH2:17]2)[C:8]2[N:13]=[N:12][N:11]([CH2:14][CH3:15])[C:9]=2[N:10]=1)([CH3:4])([CH3:3])[CH3:2].C(C1N=C(N2CCC(F)(F)C2)C2N=NNC=2N=1)(C)(C)C.BrC1C[O:46][CH2:45]1>>[C:1]([C:5]1[N:6]=[C:7]([N:16]2[CH2:20][CH2:19][C:18]([F:21])([F:22])[CH2:17]2)[C:8]2[N:13]=[N:12][N:11]([CH:14]3[CH2:45][O:46][CH2:15]3)[C:9]=2[N:10]=1)([CH3:2])([CH3:3])[CH3:4]. Reported procedure: In analogy to the procedure described for the synthesis of 5-tert-butyl-7-(3,3-difluoropyrrolidin-1-yl)-3-ethyl-3H-[1,2,3]triazolo[4,5-d]pyrimidine (example 61), the title compound was prepared from 5-tert-butyl-7-(3,3-difluoropyrrolidin-1-yl)-3H-[1,2,3]triazolo[4,5-d]pyrimidine and 3-bromooxetane and isolated as light-yellow gum. MS (m/e): 339.3 (MH+). Reaction SMILES: [OH-].[K+].[Cl:3][C:4]1[CH:5]=[C:6]2[C:10](=[CH:11][CH:12]=1)[NH:9][CH:8]=[C:7]2[CH:13]=[O:14].Br[CH2:16][CH2:17][CH2:18][Cl:19]>CS(C)=O>[Cl:3][C:4]1[CH:5]=[C:6]2[C:10](=[CH:11][CH:12]=1)[N:9]([CH2:16][CH2:17][CH2:18][Cl:19])[CH:8]=[C:7]2[CH:13]=[O:14] |f:0.1|. The solvent is CS(=O)C (methyl sulfoxide), CS(=O)C (methyl sulfoxide). Reaction conditions: time 30 minute. Reported procedure: To a stirred mixture of powdered potassium hydroxide (85%, 2.6 g, 39 mmol) in methyl sulfoxide (20 mL) was added dropwise a solution of 5-chloroindole-3-carboxaldehyde (3.5 g, 19 mmol) in methyl sulfoxide (5 mL). The mixture was stirred for 30 min and 1-bromo-3-chloropropane (2.9 mL, 29 mmol) was added dropwise. The mixture was stirred for 1 h and partitioned between ethyl acetate (3×40 mL) and water (100 mL). The combined organic extracts were washed (water, brine), dried (sodiurn sulfate) and ... Starting materials: ClC=1C=C2C(=CNC2=CC1)C=O (5-chloroindole-3-carboxaldehyde), [OH-].[K+] (potassium hydroxide), BrCCCCl (1-bromo-3-chloropropane). Isolated yield 84.3%. The product is ClC=1C=C2C(=CN(C2=CC1)CCCCl)C=O (5-Chloro-1-(3-chloropropyl)indole-3-carboxaldehyde). Reactants: C(C)(=N)NNC(=O)OC(C)(C)C (tert-butyl 2-ethanimidoylhydrazinecarboxylate), BrCC(=O)C1=C(C=CC=C1)F (2-bromo-1-(2-fluorophenyl)ethanone), C(C)(C)N(C(C)C)CC (N,N-diisopropylethylamine). Solvent: C(C)#N (acetonitrile), CC1OCCC1 (2-methyltetrahydrofuran). Yields the product FC1=C(C=CC=C1)C=1N=C(N(C1)NC(OC(C)(C)C)=O)C (tert-butyl [4-(2-fluorophenyl)-2-methyl-1H-imidazol-1-yl]carbamate). Reaction SMILES: [C:1]([NH:4][NH:5][C:6]([O:8][C:9]([CH3:12])([CH3:11])[CH3:10])=[O:7])(=[NH:3])[CH3:2].Br[CH2:14][C:15]([C:17]1[CH:22]=[CH:21][CH:20]=[CH:19][C:18]=1[F:23])=O.C(N(CC)C(C)C)(C)C>C(#N)C.CC1CCCO1>[F:23][C:18]1[CH:19]=[CH:20][CH:21]=[CH:22][C:17]=1[C:15]1[N:3]=[C:1]([CH3:2])[N:4]([NH:5][C:6](=[O:7])[O:8][C:9]([CH3:12])([CH3:11])[CH3:10])[CH:14]=1. Procedure: Compound C1 (11.4 g, 65.8 mmol), 2-bromo-1-(2-fluorophenyl)ethanone (13.0 g, 59.9 mmol) and N,N-diisopropylethylamine (23.0 mL, 132 mmol) were combined in a mixture of acetonitrile (100 mL) and 2-methyltetrahydrofuran (300 mL) and heated at reflux for 18 hours. After cooling, the reaction mixture was concentrated in vacuo; the residue was mixed with ethyl acetate, then washed sequentially with saturated aqueous ammonium chloride solution and with saturated aqueous sodium bicarbonate solution. Th...